From a dataset of the Open Reaction Database (ORD), a public repository of structured organic reaction records. describe an organic reaction: reactants, conditions, products, and yield As a reaction SMILES: [Cl:1][C:2]1[S:6][C:5]([C:7]2[O:11][N:10]=[C:9]([CH2:12][N:13]3[C:21]4[C:16](=[CH:17][CH:18]=[CH:19][CH:20]=4)[CH:15]=[C:14]3[C:22](O)=[O:23])[CH:8]=2)=[CH:4][CH:3]=1.[B-](F)(F)(F)F.CCOC(C(C#N)=NOC(N(C)C)=[N+](C)C)=O.[C:47]([O:51][C:52]([N:54]1[CH2:59][CH2:58][N:57]([NH2:60])[CH2:56][CH2:55]1)=[O:53])([CH3:50])([CH3:49])[CH3:48]>C(Cl)Cl>[C:47]([O:51][C:52]([N:54]1[CH2:59][CH2:58][N:57]([NH:60][C:22]([C:14]2[N:13]([CH2:12][C:9]3[CH:8]=[C:7]([C:5]4[S:6][C:2]([Cl:1])=[CH:3][CH:4]=4)[O:11][N:10]=3)[C:21]3[C:16]([CH:15]=2)=[CH:17][CH:18]=[CH:19][CH:20]=3)=[O:23])[CH2:56][CH2:55]1)=[O:53])([CH3:50])([CH3:48])[CH3:49] |f:1.2|. Reaction conditions: time 30 minute. The solvent is C(Cl)Cl (DCM). The reactants are ClC1=CC=C(S1)C1=CC(=NO1)CN1C(=CC2=CC=CC=C12)C(=O)O (1-[5-(5-Chloro-thiophen-2-yl)-isoxazol-3-ylmethyl]-1H-indole-2-carboxylic acid), [B-](F)(F)(F)F.CCOC(=O)C(=NOC(=[N+](C)C)N(C)C)C#N (TOTU), C(C)(C)(C)OC(=O)N1CCN(CC1)N (4-Amino-piperazine-1-carboxylic acid tert-butyl ester). Procedure: To a solution of 1 g 1-[5-(5-Chloro-thiophen-2-yl)-isoxazol-3-ylmethyl]-1H-indole-2-carboxylic acid and 1.3 ml NEM in 8 ml DCM, 914 mg TOTU were added and the mixture was stirred for 30 min at RT. Then 673 mg 4-Amino-piperazine-1-carboxylic acid tert-butyl ester were added and the reaction was stirred over night. After removal of the solvent under reduced pressure the residue was directly purified by chromatography on silica gel eluting with an ethyl acetate/heptane gradient. Yield: 1.1 g. The product is C(C)(C)(C)OC(=O)N1CCN(CC1)NC(=O)C=1N(C2=CC=CC=C2C1)CC1=NOC(=C1)C=1SC(=CC1)Cl (4-({1-[5-(5-Chloro-thiophen-2-yl)-isoxazol-3-ylmethyl]-1H-indole-2-carbonyl}-amino)-piperazine-1-carboxylic acid tert-butyl ester).